From a dataset of the Open Reaction Database (ORD), a public repository of structured organic reaction records. describe an organic reaction: reactants, conditions, products, and yield The solvent is C(Cl)(Cl)Cl (chloroform), C(Cl)(Cl)Cl (chloroform), C(Cl)Cl (methylene chloride). Reaction SMILES: Cl[C:2]1[N:3]([C:14]2[CH:19]=[CH:18][CH:17]=[C:16]([O:20][CH3:21])[CH:15]=2)[C:4]2[C:9]([C:10]=1[C:11](Cl)=[O:12])=[CH:8][CH:7]=[CH:6][CH:5]=2.[CH3:22][N:23]1[CH2:28][CH2:27][NH:26][CH2:25][CH2:24]1.N1C=CC=CC=1.[NH:35]1[CH2:40][CH2:39][NH:38][CH2:37][CH2:36]1>C(Cl)(Cl)Cl.C(Cl)Cl>[CH3:22][N:23]1[CH2:28][CH2:27][N:26]([C:11]([C:10]2[C:9]3[C:4](=[CH:5][CH:6]=[CH:7][CH:8]=3)[N:3]([C:14]3[CH:19]=[CH:18][CH:17]=[C:16]([O:20][CH3:21])[CH:15]=3)[C:2]=2[N:35]2[CH2:40][CH2:39][NH:38][CH2:37][CH2:36]2)=[O:12])[CH2:25][CH2:24]1. Procedure details: To a solution of 3.2 g (10 mmols) of 2-chloro-1-(3-methoxyphenyl)-indole 3-carboxylic acid chloride in 20 ml of chloroform, a mixture pf 2.2 ml of N-methyl-piperazine, 2.4 ml of pyridine and 5 ml of chloroform was added while cooling. After standing for 1 hour at room temperature, the mixture was washed twice with water, and the solvent was evaporated in vacuo. The resinous residue, which was uniform according to thin-layer chromatography and consisted of 2-chloro-1-(3-methoxyphenyl)-indole 3-ca... The product is CN1CCN(CC1)C(=O)C1=C(N(C2=CC=CC=C12)C1=CC(=CC=C1)OC)N1CCNCC1 (1-(3-Methoxy phenyl)-2-(1-piperazinyl)-indole 3-carboxylic acid (4-methyl)-piperazide). Reaction conditions: time 1 hour. Starting materials: ClC=1N(C2=CC=CC=C2C1C(=O)Cl)C1=CC(=CC=C1)OC (2-chloro-1-(3-methoxyphenyl)-indole 3-carboxylic acid chloride), CN1CCNCC1 (N-methyl-piperazine), N1=CC=CC=C1 (pyridine), N1CCNCC1 (piperazine).